Dataset: the Open Reaction Database (ORD), a public repository of structured organic reaction records. Task: describe an organic reaction: reactants, conditions, products, and yield Reactants: OBO, COc1c(Br)cc(S(N)(=O)=O)cc1C=O, COc1ccccc1. Yields the product COc1cccc(-c2cc(S(N)(=O)=O)cc(C=O)c2OC)c1. RXN SMILES: [BH:16]([OH:17])[OH:18].[Br:1][c:2]1[cH:3][c:4]([S:12](=[O:13])(=[O:14])[NH2:15])[cH:5][c:6]([CH:10]=[O:11])[c:7]1[O:8][CH3:9].[CH3:19][O:20][c:21]1[cH:22][cH:23][cH:24][cH:25][cH:26]1>>[c:2]1(-[c:25]2[cH:24][cH:23][cH:22][c:21]([O:20][CH3:19])[cH:26]2)[cH:3][c:4]([S:12](=[O:13])(=[O:14])[NH2:15])[cH:5][c:6]([CH:10]=[O:11])[c:7]1[O:8][CH3:9]. The reactants are CS(=O)(=O)O (methanesulphonic acid), C(C)S(=O)(=O)C1=CC=C(C=C1)NS(=O)(=O)NC(C)C (N-(4-Ethylsulfonylphenyl)-N′-(1-methylethyl)sulfamide), O1OOCCC1 (trioxan). Solvent: ClCCl (dichloromethane), ClCCl (dichloromethane). Run at temperature 0 celsius, time 1 hour. The product is C(C)S(=O)(=O)C=1C=CC2=C(CN(S(N2)(=O)=O)C(C)C)C1 (3,4-dihydro-6-(ethylsulfonyl)-3-(1-methylethyl)-1H-2,1,3-benzothiadiazine-2,2-dioxide). As a reaction SMILES: [CH2:1]([S:3]([C:6]1[CH:11]=[CH:10][C:9]([NH:12][S:13]([NH:16][CH:17]([CH3:19])[CH3:18])(=[O:15])=[O:14])=[CH:8][CH:7]=1)(=[O:5])=[O:4])[CH3:2].[CH3:20]S(O)(=O)=O.O1CCCOO1>ClCCl>[CH2:1]([S:3]([C:6]1[CH:7]=[CH:8][C:9]2[NH:12][S:13](=[O:15])(=[O:14])[N:16]([CH:17]([CH3:18])[CH3:19])[CH2:20][C:10]=2[CH:11]=1)(=[O:4])=[O:5])[CH3:2]. Procedure details: N-(4-Ethylsulfonylphenyl)-N′-(1-methylethyl)sulfamide (5 g, 0.016 mol) was dissolved in dry dichloromethane (150 ml) and methanesulphonic acid (18.87 ml, 0.303 mol). The solution was cooled at 0° C. before the addition of trioxan (0.480 g, 0.005 mol) in dichloromethane (15 ml). After stirring at 0° C. for 1 hr, the reaction mixture was poured onto ice-water (250 ml), the layers separated, dried (MgSO4) and concentrated in vacuo to yield 3,4-dihydro-6-(ethylsulfonyl)-3-(1-methylethyl)-1H-2,1,3-be... The reactants are CCOc1cc(C=O)cc(OC)c1O, [O-][Cl+][O-], Cl, [Na+], [Na+], C1COCCO1, O=P([O-])(O)O, NS(=O)(=O)O. Product: CCOc1cc(C(=O)O)cc(OC)c1O. RXN SMILES: [CH2:1]([CH3:2])[O:3][c:4]1[cH:5][c:6]([CH:7]=[O:8])[cH:9][c:10]([O:13][CH3:14])[c:11]1[OH:12].[Cl+:26]([O-:27])[O-:28].[ClH:30].[Na+:15].[Na+:29].[O:31]1[CH2:32][CH2:33][O:34][CH2:35][CH2:36]1.[OH:16][P:17](=[O:18])([O-:19])[OH:20].[S:21]([NH2:22])(=[O:23])(=[O:24])[OH:25]>>[CH2:1]([CH3:2])[O:3][c:4]1[cH:5][c:6]([C:7](=[O:8])[OH:16])[cH:9][c:10]([O:13][CH3:14])[c:11]1[OH:12]. The reactants are C([O-])([O-])=O.[K+].[K+] (Potassium carbonate), C(C)(C)(C)OC(=O)N[C@H](C(=O)O)[C@@H](C)O ((2S,3R)-2-tert-Butoxycarbonylamino-3-hydroxy-butyric acid), IC (Iodomethane). Run in O (water), CN(C=O)C (N,N-dimethylformamide). Conditions: time 2 hour. Product: COC([C@H]([C@@H](C)O)NC(=O)OC(C)(C)C)=O ((2S,3R)-2-tert-Butoxycarbonylamino-3-hydroxy-butyric acid methyl ester). Yield: 87.0%. RXN SMILES: [C:1]([O:5][C:6]([NH:8][C@@H:9]([C@H:13]([OH:15])[CH3:14])[C:10]([OH:12])=[O:11])=[O:7])([CH3:4])([CH3:3])[CH3:2].[C:16](=O)([O-])[O-].[K+].[K+].IC>CN(C)C=O.O>[CH3:16][O:11][C:10](=[O:12])[C@@H:9]([NH:8][C:6]([O:5][C:1]([CH3:4])([CH3:3])[CH3:2])=[O:7])[C@H:13]([OH:15])[CH3:14] |f:1.2.3|. Procedure details: (2S,3R)-2-tert-Butoxycarbonylamino-3-hydroxy-butyric acid (2 g, 9.12 mmol) was dissolved in N,N-dimethylformamide (15 mL), under an atmosphere of nitrogen. Potassium carbonate (2.02 g, 14.6 mmol) was added and the reaction was cooled using an ice bath. Iodomethane (679 μL, 10.9 mmol) was added and the reaction was stirred for 2 h, and allowed to slowly warm to room temperature. The reaction mixture was diluted with water and extracted with diethyl ether. The organic phase was washed with brine, ...